From a dataset of the Open Reaction Database (ORD), a public repository of structured organic reaction records. describe an organic reaction: reactants, conditions, products, and yield Starting materials: Cl (HCl), CSC1=CC=C(C=C1)C(CC)=O (1(4-methylthiophenyl)-1-propanone), C(C)(C)[N-]C(C)C.[Li+] (lithium diisopropylamide), BrCC(=O)OC (methyl bromoacetate). Solvent: O (water), C1CCOC1 (THF), C1CCOC1 (THF). Conditions: time 12 hour. Yields the product CSC1=CC=C(C=C1)C(C(CC(=O)OC)C)=O (methyl 4-methylthio-gamma-oxo-beta-methylbenzenebutyrate). As a reaction SMILES: [CH3:1][S:2][C:3]1[CH:8]=[CH:7][C:6]([C:9](=[O:12])[CH2:10][CH3:11])=[CH:5][CH:4]=1.C([N-]C(C)C)(C)C.[Li+].Br[CH2:22][C:23]([O:25][CH3:26])=[O:24].Cl>C1COCC1.O>[CH3:1][S:2][C:3]1[CH:8]=[CH:7][C:6]([C:9](=[O:12])[CH:10]([CH3:11])[CH2:22][C:23]([O:25][CH3:26])=[O:24])=[CH:5][CH:4]=1 |f:1.2|. Procedure: The ketone from Step A (180 mg) in THF (2 ml) was added to a solution of lithium diisopropylamide (1.1 mmole) in THF (3 ml) at -78° under N2 atmosphere. After 15 minutes methyl bromoacetate (100 μl) was added and the mixture was warmed to ambient temperature and stirred 12 hours. The mixture was poured into water (15 ml) and conc. HCl (2 ml), extracted with CH2Cl2 and the extracts were dried (Na2SO4) evaporated to dryness and the residue purified by chromatography on silica gel to provide the ti... Reactants: Br, C1CCOC1, COc1ccc(C2=C(c3ccc(OCc4ccc5ccccc5n4)cc3)C(=O)C(C)(C)O2)cc1, O. The product is CC1(C)OC(c2ccc(O)cc2)=C(c2ccc(OCc3ccc4ccccc4n3)cc2)C1=O. Reaction SMILES: [BrH:35].[CH2:36]1[O:37][CH2:38][CH2:39][CH2:40]1.[CH3:1][O:2][c:3]1[cH:4][cH:5][c:6]([C:9]2=[C:10]([c:17]3[cH:18][cH:19][c:20]([O:23][CH2:24][c:25]4[n:26][c:27]5[cH:28][cH:29][cH:30][cH:31][c:32]5[cH:33][cH:34]4)[cH:21][cH:22]3)[C:11](=[O:16])[C:12]([CH3:14])([CH3:15])[O:13]2)[cH:7][cH:8]1.[OH2:41]>>[OH:2][c:3]1[cH:4][cH:5][c:6]([C:9]2=[C:10]([c:17]3[cH:18][cH:19][c:20]([O:23][CH2:24][c:25]4[n:26][c:27]5[cH:28][cH:29][cH:30][cH:31][c:32]5[cH:33][cH:34]4)[cH:21][cH:22]3)[C:11](=[O:16])[C:12]([CH3:14])([CH3:15])[O:13]2)[cH:7][cH:8]1. The reactants are C(C1=CC=CC=C1)N(CC(O)C=1C=C2C=CNC2=C(C1)C(=O)N)CC1=CC=CC=C1 (5-[2-(dibenzylamino)-1-hydroxyethyl]-indole-7-carboxamide). Reagents/catalysts: [Pd] (palladium on carbon). Run in CO (methanol). Product: NCC(O)C=1C=C2C=CNC2=C(C1)C(=O)N (5-(2-amino-1-hydroxyethyl)indole-7-carboxamide). As a reaction SMILES: C([N:8](CC1C=CC=CC=1)[CH2:9][CH:10]([C:12]1[CH:13]=[C:14]2[C:18](=[C:19]([C:21]([NH2:23])=[O:22])[CH:20]=1)[NH:17][CH:16]=[CH:15]2)[OH:11])C1C=CC=CC=1>CO.[Pd]>[NH2:8][CH2:9][CH:10]([C:12]1[CH:13]=[C:14]2[C:18](=[C:19]([C:21]([NH2:23])=[O:22])[CH:20]=1)[NH:17][CH:16]=[CH:15]2)[OH:11]. Reported procedure: A solution of 5-[2-(dibenzylamino)-1-hydroxyethyl]-indole-7-carboxamide (119.7 mg, 0.3 mmol, described above) was hydrogenated for 28 hours at atmospheric pressure and room temperature in dry methanol (12.0 mL) containing 10% palladium on carbon. The mixture was filtered and the filtrate was evaporated. Crystallization from an ethyl acetate-diethyl ether mixture gave 5-(2-amino-1-hydroxyethyl)indole-7-carboxamide: mp 88°-90° C.; and NMR (DMSO-d6)δ 2.70 (d, 2H), 2.80-3.60 (br s, 5H), 4.50 (t, 1H)... Reactants: Cl.CN(CCCN=C=NCC)C (1-[3-(Dimethylamino)propyl]-3-ethylcarbodiimide hydrochloride), C(C1=CC=CC=C1)N1C[C@H](NCC1)CC1=CC(=C(C=C1)Cl)O[Si](C)(C)C(C)(C)C ((2R)-4-benzyl-2-[4-chloro-3-(tert-butyldimethylsilyloxy)benzyl]-piperazine), COC=1C=C(C(=O)O)C=C(C1)C(F)(F)F (3-methoxy-5-(trifluoromethyl)benzoic acid), ON1N=NC2=C1C=CC=C2 (1-hydroxybenzotriazole), C(O)([O-])=O.[Na+] (sodium hydrogen carbonate). Solvent: ClCCl (dichloromethane), ClCCl (dichloromethane), O (water). Conditions: time 6 hour. Product: COC=1C=C(C(=O)N2[C@@H](CN(CC2)CC2=CC=CC=C2)CC2=CC(=C(C=C2)Cl)O[Si](C)(C)C(C)(C)C)C=C(C1)C(F)(F)F ((2R)-1-[3-methoxy-5-(trifluoromethyl)-benzoyl]-2-[4-chloro-3-(tert-butyldimethylsilyloxy)benzyl]-4-benzylpiperazine). Yield: 77.5%. As a reaction SMILES: Cl.CN(C)CCCN=C=NCC.[CH2:13]([N:20]1[CH2:25][CH2:24][NH:23][C@H:22]([CH2:26][C:27]2[CH:32]=[CH:31][C:30]([Cl:33])=[C:29]([O:34][Si:35]([C:38]([CH3:41])([CH3:40])[CH3:39])([CH3:37])[CH3:36])[CH:28]=2)[CH2:21]1)[C:14]1[CH:19]=[CH:18][CH:17]=[CH:16][CH:15]=1.[CH3:42][O:43][C:44]1[CH:45]=[C:46]([CH:50]=[C:51]([C:53]([F:56])([F:55])[F:54])[CH:52]=1)[C:47](O)=[O:48].ON1C2C=CC=CC=2N=N1.C(=O)([O-])O.[Na+]>ClCCl.O>[CH3:42][O:43][C:44]1[CH:45]=[C:46]([CH:50]=[C:51]([C:53]([F:54])([F:55])[F:56])[CH:52]=1)[C:47]([N:23]1[CH2:24][CH2:25][N:20]([CH2:13][C:14]2[CH:15]=[CH:16][CH:17]=[CH:18][CH:19]=2)[CH2:21][C@H:22]1[CH2:26][C:27]1[CH:32]=[CH:31][C:30]([Cl:33])=[C:29]([O:34][Si:35]([C:38]([CH3:41])([CH3:40])[CH3:39])([CH3:37])[CH3:36])[CH:28]=1)=[O:48] |f:0.1,5.6|. Procedure details: 1-[3-(Dimethylamino)propyl]-3-ethylcarbodiimide hydrochloride (1.93 g) was added to a mixture of (2R)-4-benzyl-2-[4-chloro-3-(tert-butyldimethylsilyloxy)benzyl]-piperazine (2.90 g) and 3-methoxy-5-(trifluoromethyl)benzoic acid (1.48 g), 1-hydroxybenzotriazole (1.14 g) in dichloromethane (18 ml) at room temperature. After being stirred for 6 hours at the same temperature, the reaction mixture was poured into a mixed solvent of water (25 ml) and dichloromethane (15 ml). The aqueous layer was adjus... Starting materials: [Cl-].[NH4+] (ammonium chloride), C(C)OCC (diethyl ether), resultant mixture, BrC1=C(C(=CC=C1)C(C)C)OC (2-bromo-6-isopropylanisole), C1(=CC=CC=C1)B(O)O (phenylboronic acid), P(=O)([O-])([O-])[O-].[K+].[K+].[K+] (potassium phosphate). The reagents and catalysts are C(C)(=O)[O-].[Pd+2].C(C)(=O)[O-] (palladium acetate), C1(=CC=CC=C1)P(C1=CC=CC=C1)C1=CC=CC=C1 (triphenylphosphine). Run in C(OC)COC (dimethoxyethane), O (water). The product is C(C)(C)C1=C(C(=CC=C1)C1=CC=CC=C1)OC (2-isopropyl-6-phenylanisole). Reaction SMILES: Br[C:2]1[CH:7]=[CH:6][CH:5]=[C:4]([CH:8](C)C)[C:3]=1OC.[C:13]1(B(O)O)[CH:18]=[CH:17][CH:16]=[CH:15][CH:14]=1.P([O-])([O-])([O-])=O.[K+].[K+].[K+].[Cl-].[NH4+].[CH2:32]([O:34][CH2:35][CH3:36])C>C([O-])(=O)C.[Pd+2].C([O-])(=O)C.C1(P(C2C=CC=CC=2)C2C=CC=CC=2)C=CC=CC=1.C(COC)OC.O>[CH:4]([C:3]1[CH:2]=[CH:7][CH:6]=[C:36]([C:13]2[CH:18]=[CH:17][CH:16]=[CH:15][CH:14]=2)[C:35]=1[O:34][CH3:32])([CH3:8])[CH3:5] |f:2.3.4.5,6.7,9.10.11|. Reported procedure: In a flask charged with 2-bromo-6-isopropylanisole (1.98 g, 8.64 mmol), phenylboronic acid (2.10 g, 17.28 mmol), palladium acetate (96 mg, 0.43 mmol), triphenylphosphine (0.225 g, 0.86 mmol) and potassium phosphate (11 g, 51.84 mmol), mixture of water (8 mL) and dimethoxyethane (32 mL) was added, and the resultant mixture was heated under reflux for 12 hours. After cooling to ambient temperature, aqueous ammonium chloride (15 mL) and diethyl ether (30 mL) were charged thereto. The organic layer ... Reactants: C(Cl)(Cl)Cl (chloroform), CCCCCC.C(C)(=O)OCC (n-hexane ethyl acetate), CNN=CC(C)=O (2-Oxopropanal methylhydrazone), C(C)C1=CC=C(C=C1)C(C=O)=O ((4-ethylphenyl)(oxo)acetaldehyde). Solvent: C(C)(=O)O (acetic acid). Reaction conditions: temperature 100 celsius, time 6 hour. The product is C(C)C1=CC=C(C=C1)C1=C(C(=NN1C)C(C)=O)O (1-[5-(4-ethylphenyl)-4-hydroxy-1-methyl-1H-pyrazol-3-yl]ethanone). Isolated yield 7.7%. As a reaction SMILES: [CH3:1][NH:2][N:3]=[CH:4][C:5](=[O:7])[CH3:6].[CH2:8]([C:10]1[CH:15]=[CH:14][C:13]([C:16](=O)[CH:17]=[O:18])=[CH:12][CH:11]=1)[CH3:9].C(Cl)(Cl)Cl.CCCCCC.C(OCC)(=O)C>C(O)(=O)C>[CH2:8]([C:10]1[CH:15]=[CH:14][C:13]([C:16]2[N:2]([CH3:1])[N:3]=[C:4]([C:5](=[O:7])[CH3:6])[C:17]=2[OH:18])=[CH:12][CH:11]=1)[CH3:9] |f:3.4|. Procedure details: 2-Oxopropanal methylhydrazone (13.7 mmol, 1.37 g) and (4-ethylphenyl)(oxo)acetaldehyde (13.5 mmol, 2.19 g) synthesized in Reference Synthetic Example 11 were dissolved in acetic acid (30 mL) and stirred at 100° C. for 6 hours. Then, the solvent was evaporated, and the residue was dried by means of a vacuum pump and purified by silica gel column chromatography (n-hexane/ethyl acetate=3/1), then by silica gel thin layer chromatography (chloroform) and by silica gel thin layer chromatography (n-hex...